From a dataset of the Open Reaction Database (ORD), a public repository of structured organic reaction records. describe an organic reaction: reactants, conditions, products, and yield Reactants: Br.C(C)NC([C@H]1N(CCC1)C([C@@H](N)C)=O)=O (L-alanyl-L-proline ethylamide hydrobromide), C1(CCCCC1)C(=O)Cl (cyclohexane carboxylic acid chloride), 0.5-N, [OH-].[Na+] (sodium hydroxide). Solvent: ClCCl (dichloromethane), ClCCl (dichloromethane). Conditions: time 1 hour. The product is C(C)NC([C@H]1N(CCC1)C([C@@H](NC(=O)C1CCCCC1)C)=O)=O (N-cyclohexylcarbonyl-L-alanyl-L-proline ethylamide). The yield is 60.0%. As a reaction SMILES: Br.[CH2:2]([NH:4][C:5](=[O:16])[C@@H:6]1[CH2:10][CH2:9][CH2:8][N:7]1[C:11](=[O:15])[C@H:12]([CH3:14])[NH2:13])[CH3:3].[OH-].[Na+].[CH:19]1([C:25](Cl)=[O:26])[CH2:24][CH2:23][CH2:22][CH2:21][CH2:20]1>ClCCl>[CH2:2]([NH:4][C:5](=[O:16])[C@@H:6]1[CH2:10][CH2:9][CH2:8][N:7]1[C:11](=[O:15])[C@H:12]([CH3:14])[NH:13][C:25]([CH:19]1[CH2:24][CH2:23][CH2:22][CH2:21][CH2:20]1)=[O:26])[CH3:3] |f:0.1,2.3|. Procedure details: 1.25 g (0.00425 mol) of L-alanyl-L-proline ethylamide hydrobromide were suspended in 20 ml of dichloromethane and to the suspension were added 17.84 ml (0.00892 mol) of 0.5-N sodium hydroxide solution followed by 0.62 ml (1.1 equivalents) of cyclohexane carboxylic acid chloride. The mixture was stirred vigorously for 1 hour. The solution was diluted with 80 ml of dichloromethane, the organic layer was separated, washed with 60 ml of brine, dried over magnesium sulphate and evaporated to give a s... Conditions: time 8 hour. Reported procedure: To a solution of 3,4-dimethyl-4-(3-(1H-1,2,3-triazol-4-yl)phenyl)piperidine (Preparation 44, 80 mg, 0.31 mmol) in N,N-dimethyl-formamide (6 mL) was added 1-(2-bromoethyl)-3-methylbenzene (Preparation 46, 67 mg, 0.31 mmol) and sodium hydrogencarbonate (40 mg, 0.47 mmol). The resultant mixture was heated to 80° C. and stirred overnight. The reaction mixture was cooled, poured onto saturated aqueous sodium hydrogencarbonate solution (100 mL) and extracted with ethyl acetate (3×20 mL). The combined ... The product is CC1CN(CCC1(C1=CC(=CC=C1)C=1N=NNC1)C)CCC1=CC(=CC=C1)C (3,4-Dimethyl-1-(2-(3-methylphenyl)ethyl)-4-(3-(1H-1,2,3-triazol-4-yl)phenyl)piperidine). Yield: 12.9%. Run in CN(C=O)C (N,N-dimethyl-formamide). The reactants are CC1CNCCC1(C1=CC(=CC=C1)C=1N=NNC1)C (3,4-dimethyl-4-(3-(1H-1,2,3-triazol-4-yl)phenyl)piperidine), BrCCC1=CC(=CC=C1)C (1-(2-bromoethyl)-3-methylbenzene), C(O)([O-])=O.[Na+] (sodium hydrogencarbonate), resultant mixture, C(O)([O-])=O.[Na+] (sodium hydrogencarbonate). As a reaction SMILES: [CH3:1][CH:2]1[C:7]([CH3:19])([C:8]2[CH:13]=[CH:12][CH:11]=[C:10]([C:14]3[N:15]=[N:16][NH:17][CH:18]=3)[CH:9]=2)[CH2:6][CH2:5][NH:4][CH2:3]1.Br[CH2:21][CH2:22][C:23]1[CH:28]=[CH:27][CH:26]=[C:25]([CH3:29])[CH:24]=1.C(=O)([O-])O.[Na+]>CN(C)C=O>[CH3:1][CH:2]1[C:7]([CH3:19])([C:8]2[CH:13]=[CH:12][CH:11]=[C:10]([C:14]3[N:15]=[N:16][NH:17][CH:18]=3)[CH:9]=2)[CH2:6][CH2:5][N:4]([CH2:21][CH2:22][C:23]2[CH:28]=[CH:27][CH:26]=[C:25]([CH3:29])[CH:24]=2)[CH2:3]1 |f:2.3|.